This data is from the Open Reaction Database (ORD), a public repository of structured organic reaction records. The task is: describe an organic reaction: reactants, conditions, products, and yield Reactants: OC1=CC=C(C=C1)C1(C(NC(N1)=O)=O)C1=CC=CC=C1 (5-(p-hydroxyphenyl)-5-phenylhydantoin), ClCC(=O)O (chloroacetic acid), C(C)O.[OH-].[K+] (potassium hydroxide ethanol), Cl (hydrochloric acid). Solvent: C(C)O (ethanol). Product: C(=O)(O)COC1=CC=C(C=C1)C1(C(NC(N1)=O)=O)C1=CC=CC=C1 (5-(p-carboxymethoxyphenyl)-5-phenylhydantoin). Reaction SMILES: [OH:1][C:2]1[CH:7]=[CH:6][C:5]([C:8]2([C:15]3[CH:20]=[CH:19][CH:18]=[CH:17][CH:16]=3)[NH:12][C:11](=[O:13])[NH:10][C:9]2=[O:14])=[CH:4][CH:3]=1.Cl[CH2:22][C:23]([OH:25])=[O:24].C(O)C.[OH-].[K+].Cl>C(O)C>[C:23]([CH2:22][O:1][C:2]1[CH:3]=[CH:4][C:5]([C:8]2([C:15]3[CH:20]=[CH:19][CH:18]=[CH:17][CH:16]=3)[NH:12][C:11](=[O:13])[NH:10][C:9]2=[O:14])=[CH:6][CH:7]=1)([OH:25])=[O:24] |f:2.3.4|. Reported procedure: 400 mg of 5-(p-hydroxyphenyl)-5-phenylhydantoin in 4 ml of absolute ethanol was mixed with 140 mg of chloroacetic acid in 3.5 ml of 1 N-potassium hydroxide ethanol solution and then the mixture was refluxed for 22 hours. After cooled, the mixture was acidified with 0.33 ml of 5 N-hydrochloric acid, followed by distillation to remove the ethanol. Then 20 ml of distilled water was added and the pH value was adjusted to 1.0-2.0 with 5 N-hydrochloric acid. The solution obtained was extracted four ti... Starting materials: O=C(N1C2CCC1CC(=C1c3ccccc3Oc3cc(Br)ccc31)C2)C(F)(F)F, N#C[Cu], CN(C)C=O, O. Product: N#Cc1ccc2c(c1)Oc1ccccc1C2=C1CC2CCC(C1)N2C(=O)C(F)(F)F. As a reaction SMILES: [Br:1][c:2]1[cH:3][cH:4][c:5]2[c:14]([cH:15]1)[O:13][c:12]1[c:7]([cH:8][cH:9][cH:10][cH:11]1)[C:6]2=[C:16]1[CH2:17][CH:18]2[CH2:19][CH2:20][CH:21]([CH2:22]1)[N:23]2[C:24]([C:25]([F:26])([F:27])[F:28])=[O:29].[Cu:30][C:31]#[N:32].[O:34]=[CH:35][N:36]([CH3:37])[CH3:38].[OH2:33]>>[c:2]1([C:31]#[N:32])[cH:3][cH:4][c:5]2[c:14]([cH:15]1)[O:13][c:12]1[c:7]([cH:8][cH:9][cH:10][cH:11]1)[C:6]2=[C:16]1[CH2:17][CH:18]2[CH2:19][CH2:20][CH:21]([CH2:22]1)[N:23]2[C:24]([C:25]([F:26])([F:27])[F:28])=[O:29]. Reactants: C(C=C)(=O)[O-] (acrylate), polyester, C=1C=CC=2C(C1)=C(C3=C(N2)CCCC3)N (tacrine), C[C@H](CC=1C=CC=CC1)N(C)CC#C (selegiline). Run in C(C)(=O)OCC (ethyl acetate), CCCCCC (n-hexane), C(C)O (ethanol). Product: C=1C=CC=2C(C1)=C(C3=C(N2)CCCC3)N.C[C@H](CC=1C=CC=CC1)N(C)CC#C (Tacrine Selegiline). As a reaction SMILES: [CH:1]1[CH:2]=[CH:3][C:4]2[C:5](=[C:7]([NH2:15])[C:8]3[CH2:14][CH2:13][CH2:12][CH2:11][C:9]=3[N:10]=2)[CH:6]=1.[CH3:16][C@@H:17]([N:25]([CH2:27][C:28]#[CH:29])[CH3:26])[CH2:18][C:19]1[CH:20]=[CH:21][CH:22]=[CH:23][CH:24]=1.C([O-])(=O)C=C>C(O)C.C(OCC)(=O)C.CCCCCC>[CH:1]1[CH:2]=[CH:3][C:4]2[C:5](=[C:7]([NH2:15])[C:8]3[CH2:14][CH2:13][CH2:12][CH2:11][C:9]=3[N:10]=2)[CH:6]=1.[CH3:16][C@@H:17]([N:25]([CH2:27][C:28]#[CH:29])[CH3:26])[CH2:18][C:19]1[CH:24]=[CH:23][CH:22]=[CH:21][CH:20]=1 |f:6.7|. Procedure: tacrine and selegiline base are dissolved in ethanol. The solution obtained is added to a solution of acrylate adhesive (e.g. Duro-Tak® such as Duro-Tak® 326-1753; National Starch & Chemicals) in ethyl acetate and n-hexane and, optionally, it can be mixed with further auxiliary agents. Subsequently, the solution is applied by means of a doctor blade onto a siliconised polyester film as peel-off film (e.g. Hostaphan®, Hoechst) with a wet layer thickness of 450 μm and dried for 1 hour at 50° C. Th... Starting materials: Br (hydrobromic acid), NC1=C(C(=O)O)C=CC=C1OC (2-amino-3-(methyloxy)benzoic acid), N(=O)[O-].[Na+] (sodium nitrite), Br (hydrobromic acid). The reagents and catalysts are [Cu]Br (copper (I) bromide). The solvent is O (water). Run at temperature 60 celsius. Yields the product BrC1=C(C(=O)O)C=CC=C1OC (2-bromo-3-(methyloxy)benzoic acid). Yield: 74.0%. As a reaction SMILES: N[C:2]1[C:10]([O:11][CH3:12])=[CH:9][CH:8]=[CH:7][C:3]=1[C:4]([OH:6])=[O:5].N([O-])=O.[Na+].[BrH:17]>O.[Cu]Br>[Br:17][C:2]1[C:10]([O:11][CH3:12])=[CH:9][CH:8]=[CH:7][C:3]=1[C:4]([OH:6])=[O:5] |f:1.2|. Reported procedure: To 2-amino-3-(methyloxy)benzoic acid (4.00 g, 23.9 mmol) in 10% aqueous hydrobromic acid (54 ml) at 0° C. was added sodium nitrite (1.65 g, 23.9 mmol) in water (17 ml). To this solution was added dropwise a solution of copper (I) bromide (3.78 g, 26.3 mmol) in 48% hydrobromic acid (22 ml) and heated to 60° C. for 2 h. The mixture was cooled to 0° C., and the resultant precipitate was collected by filtration, washed with cold water and recrystallized from water to give pure 2-bromo-3-(methyloxy)b... Starting materials: CC[Si](CC)(CC)OC(CI)c1ccc(OCc2ccccc2)c(NS(C)(=O)=O)c1, NCc1ccccc1. Yields the product CC[Si](CC)(CC)OC(CNCc1ccccc1)c1ccc(OCc2ccccc2)c(NS(C)(=O)=O)c1. RXN SMILES: [CH2:1]([c:2]1[cH:3][cH:4][cH:5][cH:6][cH:7]1)[O:8][c:9]1[c:10]([NH:26][S:27](=[O:28])(=[O:29])[CH3:30])[cH:11][c:12]([CH:15]([CH2:16][I:17])[O:18][Si:19]([CH2:20][CH3:21])([CH2:22][CH3:23])[CH2:24][CH3:25])[cH:13][cH:14]1.[NH2:31][CH2:32][c:33]1[cH:34][cH:35][cH:36][cH:37][cH:38]1>>[CH2:1]([c:2]1[cH:3][cH:4][cH:5][cH:6][cH:7]1)[O:8][c:9]1[c:10]([NH:26][S:27](=[O:28])(=[O:29])[CH3:30])[cH:11][c:12]([CH:15]([CH2:16][NH:31][CH2:32][c:33]2[cH:34][cH:35][cH:36][cH:37][cH:38]2)[O:18][Si:19]([CH2:20][CH3:21])([CH2:22][CH3:23])[CH2:24][CH3:25])[cH:13][cH:14]1. Reaction SMILES: [CH3:20][n:21]1[cH:22][n:23][c:24]([CH:26]=[O:27])[cH:25]1.[CH3:28][CH2:29][O:30][CH2:31][CH3:32].[CH3:33][OH:34].[Cl:1][c:2]1[n:3][c:4]([N:14]2[CH2:15][CH2:16][O:17][CH2:18][CH2:19]2)[c:5]2[c:6]([n:7]1)[cH:8][c:9]([CH2:11][NH:12][CH3:13])[s:10]2>>[Cl:1][c:2]1[n:3][c:4]([N:14]2[CH2:15][CH2:16][O:17][CH2:18][CH2:19]2)[c:5]2[c:6]([n:7]1)[cH:8][c:9]([CH2:11][N:12]([CH3:13])[CH2:26][c:24]1[n:23][cH:22][n:21]([CH3:20])[cH:25]1)[s:10]2. Starting materials: Cn1cnc(C=O)c1, CCOCC, CO, CNCc1cc2nc(Cl)nc(N3CCOCC3)c2s1. Yields the product CN(Cc1cn(C)cn1)Cc1cc2nc(Cl)nc(N3CCOCC3)c2s1.